Task: describe an organic reaction: reactants, conditions, products, and yield. Dataset: the Open Reaction Database (ORD), a public repository of structured organic reaction records Starting materials: CO (methanol), [H-].[Na+] (sodium hydride), CN(C=O)C (dimethylformamide), C(C1=CC=CC=C1)OC1=[N+](C(=C(N=C1COC1OCCCC1)OCC1=CC=CC=C1)CC(C)C)[O-] (2,5-dibenzyloxy-6-isobutyl-3-(2-tetrahydropyranyloxymethyl)pyrazine 1-oxide). Reagents/catalysts: [Br-].C(CCC)[N+](CCCC)(CCCC)CCCC (tetra-n-butylammonium bromide). The solvent is C(C)OCC (diethyl ether). Reaction conditions: time 1 hour. The product is C(C1=CC=CC=C1)OC=1C(=[N+](C(=C(N1)COC1OCCCC1)OC)[O-])CC(C)C (3-benzyloxy-2-isobutyl-6-methoxy-5-(2-tetrahydropyranyloxymethyl)pyrazine 1-oxide). Yield: 91.5%. As a reaction SMILES: CO.[H-].[Na+].CN(C)C=O.[CH2:10]([O:17][C:18]1[C:23]([CH2:24][O:25][CH:26]2[CH2:31][CH2:30][CH2:29][CH2:28][O:27]2)=[N:22][C:21]([O:32][CH2:33][C:34]2[CH:39]=[CH:38][CH:37]=[CH:36][CH:35]=2)=[C:20]([CH2:40][CH:41]([CH3:43])[CH3:42])[N+:19]=1[O-:44])C1C=CC=CC=1>[Br-].C([N+](CCCC)(CCCC)CCCC)CCC.C(OCC)C>[CH2:33]([O:32][C:21]1[C:20]([CH2:40][CH:41]([CH3:43])[CH3:42])=[N+:19]([O-:44])[C:18]([O:17][CH3:10])=[C:23]([CH2:24][O:25][CH:26]2[CH2:31][CH2:30][CH2:29][CH2:28][O:27]2)[N:22]=1)[C:34]1[CH:35]=[CH:36][CH:37]=[CH:38][CH:39]=1 |f:1.2,5.6|. Procedure details: There was stirred, for 1 hour at room temperature, a mixture of 55 μl of methanol, 11 mg of 60% sodium hydride, 22 mg of tetra-n-butylammonium bromide, 50 μl of dimethylformamide and 65 mg of 2,5-dibenzyloxy-6-isobutyl-3-(2-tetrahydropyranyloxymethyl)pyrazine 1-oxide (Compound B-14). The reaction mixture was mixed with diethyl ether. The mixture was washed with water several times and dried with magnesium sulfate, then the solvent was removed by evaporation. The residue was purified by silica ge... Starting materials: compound 27, N1(CCC1)CCC=1NC(=C(N1)Cl)C=1C=C(C(=O)O)C=CC1C (3-(2-(2-(azetidin-1-yl)ethyl)-4-chloro-1H-imidazol-5-yl)-4-methylbenzoic acid), N1(CCC1)CCC=1NC(=C(N1)Cl)C=1C=C(C(=O)O)C=CC1C (3-(2-(2-(azetidin-1-yl)ethyl)-4-chloro-1H-imidazol-5-yl)-4-methylbenzoic acid), ClC=1N=C(NC1C=1C=C(C(=O)O)C=CC1C)COC (3-(4-chloro-2-(methoxymethyl)-1H-imidazol-5-yl)-4-methylbenzoic acid), Cl.N1CCC(CC1)C1=CC=C(C#N)C=C1 (4-(piperidin-4-yl)benzonitrile hydrochloride), Cl.N1CC(C1)C1=CC=C(C#N)C=C1 (4-(azetidin-3-yl)benzonitrile hydrochloride), Cl.N1CC(C1)C1=CC=C(C#N)C=C1 (4-(azetidin-3-yl)benzonitrile hydrochloride). Yields the product N1(CCC1)CCC=1NC(=C(N1)Cl)C=1C=C(C(=O)N2CC(C2)C2=CC=C(C#N)C=C2)C=CC1C (4-(1-(3-(2-(2-(Azetidin-1-yl)ethyl)-4-chloro-1H-imidazol-5-yl)-4-methylbenzoyl)azetidin-3-yl)benzonitrile). As a reaction SMILES: [N:1]1([CH2:5][CH2:6][C:7]2[NH:8][C:9]([C:13]3[CH:14]=[C:15]([CH:19]=[CH:20][C:21]=3[CH3:22])[C:16]([OH:18])=O)=[C:10]([Cl:12])[N:11]=2)[CH2:4][CH2:3][CH2:2]1.ClC1N=C(COC)NC=1C1C=C(C=CC=1C)C(O)=O.Cl.[NH:43]1[CH2:46][CH:45]([C:47]2[CH:54]=[CH:53][C:50]([C:51]#[N:52])=[CH:49][CH:48]=2)[CH2:44]1.Cl.N1CCC(C2C=CC(C#N)=CC=2)CC1>>[N:1]1([CH2:5][CH2:6][C:7]2[NH:8][C:9]([C:13]3[CH:14]=[C:15]([CH:19]=[CH:20][C:21]=3[CH3:22])[C:16]([N:43]3[CH2:46][CH:45]([C:47]4[CH:54]=[CH:53][C:50]([C:51]#[N:52])=[CH:49][CH:48]=4)[CH2:44]3)=[O:18])=[C:10]([Cl:12])[N:11]=2)[CH2:2][CH2:3][CH2:4]1 |f:2.3,4.5|. Reported procedure: The title compound was prepared using standard chemical manipulations and procedures similar to those used for the preparation of compound 27, except 3-(2-(2-(azetidin-1-yl)ethyl)-4-chloro-1H-imidazol-5-yl)-4-methylbenzoic acid (compound 157.3) was used in place of 3-(4-chloro-2-(methoxymethyl)-1H-imidazol-5-yl)-4-methylbenzoic acid (compound 27.5) and 4-(azetidin-3-yl)benzonitrile hydrochloride (compound 5.2) was used in place of 4-(piperidin-4-yl)benzonitrile hydrochloride (compound 1.2). m/z ... The solvent is CN(C)C=O (DMF), CN(C)C=O (DMF). Reaction SMILES: [CH3:1][N:2]1[CH2:15][CH2:14][C:13]2[C:12]3[CH:11]=[C:10]([CH3:16])[CH:9]=[CH:8][C:7]=3[NH:6][C:5]=2[CH2:4][CH2:3]1.[H-].[Na+].[CH3:19][O:20][C:21]1[CH:22]=[C:23]([CH:29]2[CH2:31][O:30]2)[CH:24]=[CH:25][C:26]=1[O:27][CH3:28]>CN(C=O)C>[CH3:19][O:20][C:21]1[CH:22]=[C:23]([CH:29]([OH:30])[CH2:31][N:6]2[C:7]3[CH:8]=[CH:9][C:10]([CH3:16])=[CH:11][C:12]=3[C:13]3[CH2:14][CH2:15][N:2]([CH3:1])[CH2:3][CH2:4][C:5]2=3)[CH:24]=[CH:25][C:26]=1[O:27][CH3:28] |f:1.2|. Procedure: 3,9-Dimethyl-1,2,3,4,5,6-hexahydroazepino[4,5-b]indole (500 mg, 2.33 mmol) was dissolved in DMF (6 ml). A solution of sodium hydride (50%) (168 mg, 7.00 mmol) was added in portions at RT and stirred at RT for 10 min. A solution of 2-(3,4-dimethoxyphenyl)oxirane (630 mg, 3.50 mmol) in DMF (4 ml) was added dropwise for 10 min and stirred for 14 h at RT. Reaction was monitored by LCMS. The reaction mixture was quenched with ice water, extracted with ethyl acetate. The organic layer was washed with ... Reaction conditions: time 10 minute. Product: COC=1C=C(C=CC1OC)C(CN1C2=C(C=3C=C(C=CC13)C)CCN(CC2)C)O (1-(3,4-dimethoxyphenyl)-2-(3,9-dimethyl-2,3,4,5-tetrahydroazepino[4,5-b]indol-6(1H)-yl)ethanol). Isolated yield 5.4%. Reactants: [H-].[Na+] (sodium hydride), CN1CCC=2NC=3C=CC(=CC3C2CC1)C (3,9-Dimethyl-1,2,3,4,5,6-hexahydroazepino[4,5-b]indole), COC=1C=C(C=CC1OC)C1OC1 (2-(3,4-dimethoxyphenyl)oxirane). As a reaction SMILES: Cl[C:2]1[C:7]2[N:8]=[C:9]([NH:12][C:13]3[CH:18]=[CH:17][C:16]([C:19]4[CH:20]=[N:21][N:22]([CH3:24])[CH:23]=4)=[CH:15][C:14]=3[O:25][CH:26]([CH3:28])[CH3:27])[N:10]=[CH:11][C:6]=2[CH:5]=[CH:4][N:3]=1.[CH3:29][N:30]1[CH:34]=[C:33](B2OC(C)(C)C(C)(C)O2)[CH:32]=[N:31]1>>[CH:26]([O:25][C:14]1[CH:15]=[C:16]([C:19]2[CH:20]=[N:21][N:22]([CH3:24])[CH:23]=2)[CH:17]=[CH:18][C:13]=1[NH:12][C:9]1[N:10]=[CH:11][C:6]2[CH:5]=[CH:4][N:3]=[C:2]([C:33]3[CH:32]=[N:31][N:30]([CH3:29])[CH:34]=3)[C:7]=2[N:8]=1)([CH3:28])[CH3:27]. Procedure details: The title compound was prepared according to the method described for Example 95 using 8-chloro-N-(2-isopropoxy-4-(1-methyl-1H-pyrazol-4-yl)phenyl)pyrido[3,4-d]pyrimidin-2-amine (Preparation 115) and 1-methylpyrazole-4-boronic acid pinacol ester. The product is C(C)(C)OC1=C(C=CC(=C1)C=1C=NN(C1)C)NC=1N=CC2=C(N1)C(=NC=C2)C=2C=NN(C2)C (N-(2-isopropoxy-4-(1-methyl-1H-pyrazol-4-yl)phenyl)-8-(1-methyl-1H-pyrazol-4-yl)pyrido[3,4-d]pyrimidin-2-amine). Starting materials: ClC1=NC=CC2=C1N=C(N=C2)NC2=C(C=C(C=C2)C=2C=NN(C2)C)OC(C)C (8-chloro-N-(2-isopropoxy-4-(1-methyl-1H-pyrazol-4-yl)phenyl)pyrido[3,4-d]pyrimidin-2-amine), CN1N=CC(=C1)B1OC(C)(C)C(C)(C)O1 (1-methylpyrazole-4-boronic acid pinacol ester).